Dataset: the Open Reaction Database (ORD), a public repository of structured organic reaction records. Task: describe an organic reaction: reactants, conditions, products, and yield The reactants are NC1=C(C(=O)O)C=C(C=C1C)Cl (2-amino-5-chloro-3-methylbenzoic acid), BrC=1C=C(N(C1Cl)C1=NC=CC=C1Cl)C(=O)O (4-bromo-5-chloro-1-(3-chloro-2-pyridinyl)-1H-pyrrole-2-carboxylic acid), NC1=C(C(=O)O)C=C(C=C1Br)Br (2-amino-3,5-dibromobenzoic acid), BrC=1C=C(N(C1)C1=NC=CC=C1Cl)C(=O)O (4-bromo-1-(3-chloro-2-pyridinyl)-1H-pyrrole-2-carboxylic acid). Yields the product BrC=1C=C(N(C1Cl)C1=NC=CC=C1Cl)C1=NC2=C(C(O1)=O)C=C(C=C2Br)Br (2-[4-bromo-5-chloro-1-(3-chloro-2-pyridinyl)-1H-pyrrol-2-yl]-6,8-dibromo-4H-3,1-benzoxazine-4-one). RXN SMILES: [Br:1][C:2]1[CH:3]=[C:4]([C:15]([OH:17])=O)[N:5]([C:8]2[C:13]([Cl:14])=[CH:12][CH:11]=[CH:10][N:9]=2)[C:6]=1[Cl:7].[NH2:18][C:19]1[C:27]([Br:28])=[CH:26][C:25]([Br:29])=[CH:24][C:20]=1[C:21](O)=[O:22].BrC1C=C(C(O)=O)N(C2C(Cl)=CC=CN=2)C=1.NC1C(C)=CC(Cl)=CC=1C(O)=O>>[Br:1][C:2]1[CH:3]=[C:4]([C:15]2[O:17][C:21](=[O:22])[C:20]3[CH:24]=[C:25]([Br:29])[CH:26]=[C:27]([Br:28])[C:19]=3[N:18]=2)[N:5]([C:8]2[C:13]([Cl:14])=[CH:12][CH:11]=[CH:10][N:9]=2)[C:6]=1[Cl:7]. Reported procedure: According to the same manner as that of Reference Preparation Example 71-(5), 4-bromo-5-chloro-1-(3-chloro-2-pyridinyl)-1H-pyrrole-2-carboxylic acid and 2-amino-3,5-dibromobenzoic acid were used in place of 4-bromo-1-(3-chloro-2-pyridinyl)-1H-pyrrole-2-carboxylic acid and 2-amino-5-chloro-3-methylbenzoic acid respectively to obtain 2-[4-bromo-5-chloro-1-(3-chloro-2-pyridinyl)-1H-pyrrol-2-yl]-6,8-dibromo-4H-3,1-benzoxazine-4-one of the formula: Reactants: Cl (hydrochloric acid), C(C)(=O)O[C@@H]1C[C@@]2(CC[C@H]3[C@@H]4CC[C@H]([C@@H](CCCC(C)(C)O)C)[C@]4(CC[C@@H]3[C@]2(CC1)C)C)O (3β-acetoxy-5α,25-dihydroxy cholestane), solution, [OH-].[Na+] (sodium hydroxide). The solvent is CO (methanol), O1CCOCC1 (dioxane). Product: O[C@@H]1C[C@@]2(CC[C@H]3[C@@H]4CC[C@H]([C@@H](CCCC(C)(C)O)C)[C@]4(CC[C@@H]3[C@]2(CC1)C)C)O (3β, 5α,25-tri-hydroxy-cholestane). Reaction SMILES: C([O:4][C@H:5]1[CH2:30][CH2:29][C@@:28]2([CH3:31])[C@@:7]([OH:33])([CH2:8][CH2:9][C@@H:10]3[C@@H:27]2[CH2:26][CH2:25][C@@:24]2([CH3:32])[C@H:11]3[CH2:12][CH2:13][C@@H:14]2[C@H:15]([CH3:23])[CH2:16][CH2:17][CH2:18][C:19]([OH:22])([CH3:21])[CH3:20])[CH2:6]1)(=O)C.[OH-].[Na+].Cl>CO.O1CCOCC1>[OH:4][C@H:5]1[CH2:30][CH2:29][C@@:28]2([CH3:31])[C@@:7]([OH:33])([CH2:8][CH2:9][C@@H:10]3[C@@H:27]2[CH2:26][CH2:25][C@@:24]2([CH3:32])[C@H:11]3[CH2:12][CH2:13][C@@H:14]2[C@H:15]([CH3:23])[CH2:16][CH2:17][CH2:18][C:19]([OH:22])([CH3:21])[CH3:20])[CH2:6]1 |f:1.2|. Reported procedure: A solution of 3β-acetoxy-5α,25-dihydroxy-cholestane (IV) in 40 cc of methanol and 10 cc of dioxane was treated with 6 cc of a 10% solution of sodium hydroxide and refluxed for 3 hours. The reaction mixture was neutralized with a solution of 5% aqueous hydrochloric acid, extracted with ether and washed with water. The ether solution was evaporated in vacuo and the residue was recrystallized from ether to give 850 mg of the 3β, 5α,25-tri-hydroxy-cholestane (VI) m.p. 202°-204° Nmr δ 0.67 (s, 3H), 0... Starting materials: ClC=1C=2N(C=CN1)C(=NC2)C2CCOCC2 (8-chloro-3-(tetrahydro-2H-pyran-4-yl)imidazo[1,5-a]pyrazine), C([O-])([O-])=O.[K+].[K+] (potassium carbonate), CB1OB(OB(O1)C)C (trimethylboroxine), ClCCl (dichloromethane). Solvent: O1CCOCC1 (dioxane). Yields the product CC=1C=2N(C=CN1)C(=NC2)C2CCOCC2 (8-methyl-3-(tetrahydro-2H-pyran-4-yl)imidazo[1,5-a]pyrazine). Isolated yield 77.2%. As a reaction SMILES: Cl[C:2]1[C:3]2[N:4]([C:8]([CH:11]3[CH2:16][CH2:15][O:14][CH2:13][CH2:12]3)=[N:9][CH:10]=2)[CH:5]=[CH:6][N:7]=1.[C:17](=O)([O-])[O-].[K+].[K+].CB1OB(C)OB(C)O1.ClCCl>O1CCOCC1>[CH3:17][C:2]1[C:3]2[N:4]([C:8]([CH:11]3[CH2:16][CH2:15][O:14][CH2:13][CH2:12]3)=[N:9][CH:10]=2)[CH:5]=[CH:6][N:7]=1 |f:1.2.3|. Reported procedure: Through a suspension of 8-chloro-3-(tetrahydro-2H-pyran-4-yl)imidazo[1,5-a]pyrazine (2.23 mmol, 531 mg) and potassium carbonate (3.35 mmol, 463 mg) in dioxane (1.5 mL) was bubbled nitrogen for 5 minutes and then trimethylboroxine (4.47 mmol, 1.249 mL, 50 wt % solution in tetrahydrofuran) and 1,1′-bis(diphenylphosphino)ferrocene palladium (II) chloride complex with dichloromethane (0.223 mmol, 181 mg) were added. After heating the reaction at 100° C. for one hour the reaction mixture was filtered... The reactants are CCO, OC1CC2CNCC12, C=Cc1c(F)cnc2ccc(OC)nc12. Yields the product COc1ccc2ncc(F)c(CCN3CC4CC(O)C4C3)c2n1. RXN SMILES: [CH3:24][CH2:25][OH:26].[CH:1]12[CH2:2][NH:3][CH2:4][CH:5]1[CH:6]([OH:8])[CH2:7]2.[CH:9](=[CH2:10])[c:11]1[c:12]([F:23])[cH:13][n:14][c:15]2[cH:16][cH:17][c:18]([O:21][CH3:22])[n:19][c:20]12>>[CH:1]12[CH2:2][N:3]([CH2:10][CH2:9][c:11]3[c:12]([F:23])[cH:13][n:14][c:15]4[cH:16][cH:17][c:18]([O:21][CH3:22])[n:19][c:20]34)[CH2:4][CH:5]1[CH:6]([OH:8])[CH2:7]2. Reactants: CCCCCCCC(=O)NCCCN(C)C, CCOCC, CCCCC, CC(C)=CCCC(C)=CCOC(=O)CCl, O=C([O-])CCl. Yields the product CCCCCCCC(=O)NCCC[N+](C)(C)CC(=O)OCC=C(C)CCC=C(C)C, [Cl-]. As a reaction SMILES: [C:1]([CH2:2][CH2:3][CH2:4][CH2:5][CH2:6][CH2:7][CH3:8])(=[O:9])[NH:10][CH2:11][CH2:12][CH2:13][N:14]([CH3:15])[CH3:16].[CH3:17][CH2:18][O:19][CH2:20][CH3:21].[CH3:42][CH2:43][CH2:44][CH2:45][CH3:46].[Cl:22][CH2:23][C:24](=[O:25])[O:26][CH2:27][CH:28]=[C:29]([CH3:30])[CH2:31][CH2:32][CH:33]=[C:34]([CH3:35])[CH3:36].[O-:37][C:38]([CH2:39][Cl:40])=[O:41]>>[C:1]([CH2:2][CH2:3][CH2:4][CH2:5][CH2:6][CH2:7][CH3:8])(=[O:9])[NH:10][CH2:11][CH2:12][CH2:13][N+:14]([CH3:15])([CH3:16])[CH2:23][C:24](=[O:25])[O:26][CH2:27][CH:28]=[C:29]([CH3:30])[CH2:31][CH2:32][CH:33]=[C:34]([CH3:35])[CH3:36].[Cl-:22].